Dataset: the Open Reaction Database (ORD), a public repository of structured organic reaction records. Task: describe an organic reaction: reactants, conditions, products, and yield Reactants: FC1=CC=C(CBr)C=C1 (4-fluorobenzylbromide), C(C1=CC=CC=C1)N1C(CCCC1)CO (1-benzyl-2-(hydroxymethyl)-piperidine). The product is C(C1=CC=CC=C1)N1C(CCCC1)COC1=CC=C(C=C1)F (1-benzyl-2-(4'-fluorophenoxymethyl) piperidine). As a reaction SMILES: [F:1][C:2]1[CH:9]=[CH:8][C:5](CBr)=[CH:4][CH:3]=1.[CH2:10]([N:17]1[CH2:22][CH2:21][CH2:20][CH2:19][CH:18]1[CH2:23][OH:24])[C:11]1[CH:16]=[CH:15][CH:14]=[CH:13][CH:12]=1>>[CH2:10]([N:17]1[CH2:22][CH2:21][CH2:20][CH2:19][CH:18]1[CH2:23][O:24][C:5]1[CH:8]=[CH:9][C:2]([F:1])=[CH:3][CH:4]=1)[C:11]1[CH:16]=[CH:15][CH:14]=[CH:13][CH:12]=1. Procedure: Following the procedure for Example 139, 4-fluorobenzylbromide and 1-benzyl-2-(hydroxymethyl)-piperidine were reacted to give 1-benzyl-2-(4'-fluorophenoxymethyl) piperidine. The product is O=[N+]([O-])c1ccc(OCc2ccccc2)c(C(F)(F)F)c1. Starting materials: CC(=O)O, O=[N+]([O-])c1ccc(Cl)c(C(F)(F)F)c1, ClCCl, [H-], [Na+], OCc1ccccc1. Reaction SMILES: [CH3:25][C:26](=[O:27])[OH:28].[Cl:11][c:12]1[c:13]([C:21]([F:22])([F:23])[F:24])[cH:14][c:15]([N+:18](=[O:19])[O-:20])[cH:16][cH:17]1.[Cl:29][CH2:30][Cl:31].[H-:1].[Na+:2].[OH:3][CH2:4][c:5]1[cH:6][cH:7][cH:8][cH:9][cH:10]1>>[O:3]([CH2:4][c:5]1[cH:6][cH:7][cH:8][cH:9][cH:10]1)[c:12]1[c:13]([C:21]([F:22])([F:23])[F:24])[cH:14][c:15]([N+:18](=[O:19])[O-:20])[cH:16][cH:17]1.